This data is from the Open Reaction Database (ORD), a public repository of structured organic reaction records. The task is: describe an organic reaction: reactants, conditions, products, and yield Reactants: ClC(Cl)(Cl)Cl, CC(=CCc1c(C)c(O)c(C)c(C)c1O)CCl, O, O=S(=O)(O)C(F)(F)F. The product is Cc1c(C)c2c(c(C)c1O)CCC(C)(CCl)O2. RXN SMILES: [C:27]([Cl:28])([Cl:29])([Cl:30])[Cl:31].[Cl:1][CH2:2][C:3](=[CH:4][CH2:5][c:6]1[c:7]([OH:16])[c:8]([CH3:15])[c:9]([CH3:14])[c:10]([OH:13])[c:11]1[CH3:12])[CH3:17].[OH2:26].[OH:18][S:19]([C:20]([F:21])([F:22])[F:23])(=[O:24])=[O:25]>>[Cl:1][CH2:2][C:3]1([CH3:17])[CH2:4][CH2:5][c:6]2[c:7]([c:8]([CH3:15])[c:9]([CH3:14])[c:10]([OH:13])[c:11]2[CH3:12])[O:16]1.